From a dataset of the Open Reaction Database (ORD), a public repository of structured organic reaction records. describe an organic reaction: reactants, conditions, products, and yield The reactants are ClCCl, C[Si](C)(C)CCOCn1nc(NC2CCN(S(C)(=O)=O)CC2)c2nc(-c3c(F)cccc3F)c3cc(CO)ccc3c21, O=C(O)C(F)(F)F, N, O. Yields the product CS(=O)(=O)N1CCC(Nc2n[nH]c3c2nc(-c2c(F)cccc2F)c2cc(CO)ccc23)CC1. As a reaction SMILES: [Cl:51][CH2:52][Cl:53].[F:1][c:2]1[c:3](-[c:9]2[n:10][c:11]3[c:12]([c:13]4[cH:14][cH:15][c:16]([CH2:19][OH:20])[cH:17][c:18]24)[n:21]([CH2:35][O:36][CH2:37][CH2:38][Si:39]([CH3:40])([CH3:41])[CH3:42])[n:22][c:23]3[NH:24][CH:25]2[CH2:26][CH2:27][N:28]([S:31](=[O:32])(=[O:33])[CH3:34])[CH2:29][CH2:30]2)[c:4]([F:8])[cH:5][cH:6][cH:7]1.[F:43][C:44]([F:45])([F:46])[C:47]([OH:48])=[O:49].[NH3:50].[OH2:54]>>[F:1][c:2]1[c:3](-[c:9]2[n:10][c:11]3[c:12]([c:13]4[cH:14][cH:15][c:16]([CH2:19][OH:20])[cH:17][c:18]24)[nH:21][n:22][c:23]3[NH:24][CH:25]2[CH2:26][CH2:27][N:28]([S:31](=[O:32])(=[O:33])[CH3:34])[CH2:29][CH2:30]2)[c:4]([F:8])[cH:5][cH:6][cH:7]1. Reactants: N (ammonia), COC(=O)C=1C=NN(N1)[C@H]1[C@H](OC(C2=CC=CC=C2)=O)[C@H](OC(C2=CC=CC=C2)=O)[C@H](O1)COC(C1=CC=CC=C1)=O (2-(2,3,5-tri-O-benzoyl-β-D-ribofuranosyl)-1,2,3-triazole-5-carboxylic acid methyl ester). Solvent: CO (Methanol). Run at time 4 day. Yields the product [C@@H]1([C@H](O)[C@H](O)[C@H](O1)CO)N1N=CC(=N1)C(=O)N (2-β-ribofuranosyl-1,2,3-triazole-4-carboxamide). Yield: 92.0%. As a reaction SMILES: [NH3:1].C[O:3][C:4]([C:6]1[CH:7]=[N:8][N:9]([C@@H:11]2[O:33][C@H:32]([CH2:34][O:35]C(=O)C3C=CC=CC=3)[C@@H:22]([O:23]C(=O)C3C=CC=CC=3)[C@H:12]2[O:13]C(=O)C2C=CC=CC=2)[N:10]=1)=O>CO>[C@@H:11]1([N:9]2[N:10]=[C:6]([C:4]([NH2:1])=[O:3])[CH:7]=[N:8]2)[O:33][C@H:32]([CH2:34][OH:35])[C@@H:22]([OH:23])[C@H:12]1[OH:13]. Procedure details: Methanol saturated with ammonia at 0° (ca 150 ml) was added to 5.71 g (0.010 mol) of 1 in a pressure bottle and kept at room temperature for 4 days. After removal of the solvent, water (30 ml) was added and the mixture was extracted with ether (six 20 ml portions). The solvent was removed and the compound crystallized from ethanol to give 2.25 g (92%) of 4: m.p. 150°-151°; [α]D25 -59.4° (c 1.00, water); nmr (DMSO-d6) δ 5.97 (d, 1, J1',2' 4.0 Hz, 1'--H). Starting materials: C1CCOC1, CN(C)C=O, Cc1nc(C#Cc2ccnc(Cl)c2)cn1-c1ccc(F)cc1. Product: Cc1nc(C#Cc2ccnc(Cl)c2)c(C=O)n1-c1ccc(F)cc1. RXN SMILES: [CH2:28]1[O:29][CH2:30][CH2:31][CH2:32]1.[CH3:23][N:24]([CH:25]=[O:26])[CH3:27].[Cl:1][c:2]1[n:3][cH:4][cH:5][c:6]([C:8]#[C:9][c:10]2[n:11][c:12]([CH3:22])[n:13](-[c:15]3[cH:16][cH:17][c:18]([F:21])[cH:19][cH:20]3)[cH:14]2)[cH:7]1>>[Cl:1][c:2]1[n:3][cH:4][cH:5][c:6]([C:8]#[C:9][c:10]2[n:11][c:12]([CH3:22])[n:13](-[c:15]3[cH:16][cH:17][c:18]([F:21])[cH:19][cH:20]3)[c:14]2[CH:25]=[O:26])[cH:7]1.